Dataset: the Open Reaction Database (ORD), a public repository of structured organic reaction records. Task: describe an organic reaction: reactants, conditions, products, and yield The reactants are Br, COC(=O)Cc1ccc(C(=O)OC)s1, [H-], Nc1nc(N)c2nc(CBr)cnc2n1, [Na+], O=C=O, CN(C)C=O. Yields the product COC(=O)c1ccc(C(Cc2cnc3nc(N)nc(N)c3n2)C(=O)OC)s1. As a reaction SMILES: [BrH:17].[CH3:3][O:4][C:5]([CH2:6][c:7]1[cH:8][cH:9][c:10]([C:12](=[O:13])[O:14][CH3:15])[s:11]1)=[O:16].[H-:1].[NH2:18][c:19]1[n:20][c:21]2[n:22][cH:23][c:24]([CH2:30][Br:31])[n:25][c:26]2[c:27]([NH2:29])[n:28]1.[Na+:2].[O:32]=[C:33]=[O:34].[O:35]=[CH:36][N:37]([CH3:38])[CH3:39]>>[CH3:3][O:4][C:5]([CH:6]([c:7]1[cH:8][cH:9][c:10]([C:12](=[O:13])[O:14][CH3:15])[s:11]1)[CH2:30][c:24]1[cH:23][n:22][c:21]2[n:20][c:19]([NH2:18])[n:28][c:27]([NH2:29])[c:26]2[n:25]1)=[O:16]. Yields the product C(C)OC(C1=CC=C(C=C1)NC(C1=CC(=C(C(=C1)OC)OC)NS(=O)(=O)C1=CC=CC=C1)=O)=O (4-[3-(benzenesulfonylamino)-4,5-dimethoxy-benzoylamino]-benzoic acid ethyl ester). As a reaction SMILES: [C:1]1([S:7]([NH:10][C:11]2[CH:12]=[C:13]([CH:26]=[C:27]([O:31][CH3:32])[C:28]=2[O:29][CH3:30])[C:14]([NH:16][C:17]2[CH:25]=[CH:24][C:20]([C:21]([OH:23])=[O:22])=[CH:19][CH:18]=2)=[O:15])(=[O:9])=[O:8])[CH:6]=[CH:5][CH:4]=[CH:3][CH:2]=1.[C:33]1(S(Cl)(=O)=O)C=CC=C[CH:34]=1>>[CH2:33]([O:22][C:21](=[O:23])[C:20]1[CH:24]=[CH:25][C:17]([NH:16][C:14](=[O:15])[C:13]2[CH:26]=[C:27]([O:31][CH3:32])[C:28]([O:29][CH3:30])=[C:11]([NH:10][S:7]([C:1]3[CH:6]=[CH:5][CH:4]=[CH:3][CH:2]=3)(=[O:9])=[O:8])[CH:12]=2)=[CH:18][CH:19]=1)[CH3:34]. The reactants are C1(=CC=CC=C1)S(=O)(=O)NC=1C=C(C(=O)NC2=CC=C(C(=O)O)C=C2)C=C(C1OC)OC (4-[3-(benzenesulfonylamino)-4,5-dimethoxy-benzoylamino]-benzoic acid), C1(=CC=CC=C1)S(=O)(=O)Cl (benzenesulfonyl chloride). Procedure details: 4-[3-(benzenesulfonylamino)-4,5-dimethoxy-benzoylamino]-benzoic acid, MS (ISP): m/e=455.2 (M−H), was prepared in analogy to example 31, steps A to D. Step C was performed using benzenesulfonyl chloride and yielded 4-[3-(benzenesulfonylamino)-4,5-dimethoxy-benzoylamino]-benzoic acid ethyl ester, which was hydrolyzed in step D. The reactants are COC(=O)C=1NC(=CC1[N+](=O)[O-])C(C)(C)C (methyl-5-t-butyl-3-nitropyrrole-2-carboxylate). Reagents/catalysts: [Pd] (Pd). Run in CO (methanol). Run at time 1 hour. The product is NC1=C(NC(=C1)C(C)(C)C)C(=O)OC (methyl 3-amino-5-t-butylpyrrole-2-carboxylate). RXN SMILES: [CH3:1][O:2][C:3]([C:5]1[NH:6][C:7]([C:13]([CH3:16])([CH3:15])[CH3:14])=[CH:8][C:9]=1[N+:10]([O-])=O)=[O:4]>CO.[Pd]>[NH2:10][C:9]1[CH:8]=[C:7]([C:13]([CH3:16])([CH3:14])[CH3:15])[NH:6][C:5]=1[C:3]([O:2][CH3:1])=[O:4]. Procedure details: A Parr hydrogenation bottle fitted with a 16×100 mm disposable glass culture tube is charged with methyl-5-t-butyl-3-nitropyrrole-2-carboxylate (14 mg, 0.062 mmol) in dry methanol (1 mL) and Pd (10% on carbon, 3 mg). The reaction is successively evacuated and purged with H2 gas three times. The reaction mixture is then shaken under an atmosphere of H2 (35 psi) for 1 h, diluted with dichloromethane and filtered through celite. The filtrate is concentrated in vacuo to give methyl 3-amino-5-t-butyl...